From a dataset of the Open Reaction Database (ORD), a public repository of structured organic reaction records. describe an organic reaction: reactants, conditions, products, and yield The reactants are TEA, Cl.O=C(CNC(C1=CC=C(C=C1)OC1=CC=CC=C1)=O)N1CCNCC1 (N-(2-Oxo-2-piperazin-1-yl-ethyl)-4-phenoxy-benzamide hydrochloride), O (water), C1(=CC=CC=C1)S(=O)(=O)Cl (benzenesulfonyl chloride). Run in C(Cl)Cl (DCM), C(Cl)Cl (DCM). Run at time 5 minute. Product: C1(=CC=CC=C1)S(=O)(=O)N1CCN(CC1)C(CNC(C1=CC=C(C=C1)OC1=CC=CC=C1)=O)=O (N-[2-(4-benzenesulfonyl-piperazin-1-yl)-2-oxo-ethyl]-4-phenoxy-benzamide). The yield is 47.0%. Reaction SMILES: Cl.[O:2]=[C:3]([N:21]1[CH2:26][CH2:25][NH:24][CH2:23][CH2:22]1)[CH2:4][NH:5][C:6](=[O:20])[C:7]1[CH:12]=[CH:11][C:10]([O:13][C:14]2[CH:19]=[CH:18][CH:17]=[CH:16][CH:15]=2)=[CH:9][CH:8]=1.[C:27]1([S:33](Cl)(=[O:35])=[O:34])[CH:32]=[CH:31][CH:30]=[CH:29][CH:28]=1.O>C(Cl)Cl>[C:27]1([S:33]([N:24]2[CH2:23][CH2:22][N:21]([C:3](=[O:2])[CH2:4][NH:5][C:6](=[O:20])[C:7]3[CH:8]=[CH:9][C:10]([O:13][C:14]4[CH:19]=[CH:18][CH:17]=[CH:16][CH:15]=4)=[CH:11][CH:12]=3)[CH2:26][CH2:25]2)(=[O:35])=[O:34])[CH:32]=[CH:31][CH:30]=[CH:29][CH:28]=1 |f:0.1|. Procedure: TEA (0.074 mL, 0.53 mmol) was added dropwise to a chilled (0° C.) mixture of N-(2-Oxo-2-piperazin-1-yl-ethyl)-4-phenoxy-benzamide hydrochloride (100 mg, 0.27 mmol) in DCM (5 mL). After 5 minutes, benzenesulfonyl chloride (0.032 mL, 0.26 mmol) was added and the resulting mixture was stirred at room temperature for 5 hours. DCM was added, followed by the addition of iced water. The product was washed with brine, dried over Na2SO4 and concentrated under reduced pressure. The crude product was purif... Starting materials: [BH4-], CO, CCOC(=O)c1nn(-c2ccccc2)c(=O)c2c1c1ccc(Cl)cc1n2C, Cl, [Na+], C1CCOC1. Yields the product Cn1c2cc(Cl)ccc2c2c(CO)nn(-c3ccccc3)c(=O)c21. Reaction SMILES: [BH4-:1].[CH3:30][OH:31].[Cl:3][c:4]1[cH:5][cH:6][c:7]2[c:8]3[c:9]([n:10]([CH3:13])[c:11]2[cH:12]1)[c:14](=[O:29])[n:15](-[c:23]1[cH:24][cH:25][cH:26][cH:27][cH:28]1)[n:16][c:17]3[C:18](=[O:19])[O:20][CH2:21][CH3:22].[ClH:32].[Na+:2].[O:33]1[CH2:34][CH2:35][CH2:36][CH2:37]1>>[Cl:3][c:4]1[cH:5][cH:6][c:7]2[c:8]3[c:9]([n:10]([CH3:13])[c:11]2[cH:12]1)[c:14](=[O:29])[n:15](-[c:23]1[cH:24][cH:25][cH:26][cH:27][cH:28]1)[n:16][c:17]3[CH2:18][OH:19]. Starting materials: C1(CC1)COC=1C=CC2=CN(N=C2C1)[C@@H]1CC[C@H](CC1)CO ({trans-4-[6-(cyclopropylmethoxy)-2H-indazol-2-yl]cyclohexyl}methanol), CC(=O)OI1(C=2C=CC=CC2C(=O)O1)(OC(=O)C)OC(=O)C (Dess-Martin reagent), ice water. Run in C(C)#N (acetonitrile). Conditions: time 5 hour. The product is C1(CC1)COC=1C=CC2=CN(N=C2C1)[C@@H]1CC[C@H](CC1)C=O (trans-4-[6-(cyclopropylmethoxy)-2H-indazol-2-yl]cyclohexanecarbaldehyde). Yield: 94.9%. As a reaction SMILES: [CH:1]1([CH2:4][O:5][C:6]2[CH:7]=[CH:8][C:9]3[C:13]([CH:14]=2)=[N:12][N:11]([C@H:15]2[CH2:20][CH2:19][C@H:18]([CH2:21][OH:22])[CH2:17][CH2:16]2)[CH:10]=3)[CH2:3][CH2:2]1.CC(OI1(OC(C)=O)(OC(C)=O)OC(=O)C2C=CC=CC1=2)=O>C(#N)C>[CH:1]1([CH2:4][O:5][C:6]2[CH:7]=[CH:8][C:9]3[C:13]([CH:14]=2)=[N:12][N:11]([C@H:15]2[CH2:20][CH2:19][C@H:18]([CH:21]=[O:22])[CH2:17][CH2:16]2)[CH:10]=3)[CH2:2][CH2:3]1. Procedure details: To a solution of {trans-4-[6-(cyclopropylmethoxy)-2H-indazol-2-yl]cyclohexyl}methanol (3.50 g) in acetonitrile (100 mL) was added Dess-Martin reagent (5.93 g), and the mixture was stirred at room temperature for 5 hr. The reaction mixture was poured into ice water, and the mixture was extracted with ethyl acetate. The organic layer was washed with saturated brine, dried over anhydrous magnesium sulfate, and concentrated under reduced pressure. The residue was purified by silica gel chromatograph... The reactants are CO, COC(=O)Cc1ccccc1N1CC(=O)NS1(=O)=O, [Na+], [OH-]. Yields the product O=C(O)Cc1ccccc1N1CC(=O)NS1(=O)=O. RXN SMILES: [CH3:22][OH:23].[CH3:3][O:4][C:5]([CH2:6][c:7]1[c:8]([N:13]2[S:14](=[O:19])(=[O:20])[NH:15][C:16](=[O:18])[CH2:17]2)[cH:9][cH:10][cH:11][cH:12]1)=[O:21].[Na+:2].[OH-:1]>>[O:4]=[C:5]([CH2:6][c:7]1[c:8]([N:13]2[S:14](=[O:19])(=[O:20])[NH:15][C:16](=[O:18])[CH2:17]2)[cH:9][cH:10][cH:11][cH:12]1)[OH:21]. Reactants: ClC1=C(C(=NC(=C1[N+](=O)[O-])NNCC)C)C(=O)OCC (4-chloro-6-(1-ethyl)hydrazino-2-methyl-5-nitropyridine-3-carboxylic acid, ethyl ester), C(C)OC(=O)C=1C(=NC(=C(C1Cl)[N+](=O)[O-])NNCCCC)C (6-(1-butyl)hydrazino-4-chloro-2-methyl-5-nitropyridine-3-carboxylic acid ethyl ester). Yields the product NC=1C(=C(C(=NC1NCCCC)C)C(=O)OCC)Cl (5-amino-6-butylamino-4-chloro-2-methylpyridine-3-carboxylic acid, ethyl ester). The yield is 72.0%. As a reaction SMILES: [Cl:1][C:2]1[C:7]([N+:8]([O-])=O)=[C:6]([NH:11]NCC)[N:5]=[C:4]([CH3:15])[C:3]=1[C:16]([O:18][CH2:19][CH3:20])=[O:17].C(O[C:24]([C:26]1C(C)=NC(NNCCCC)=[C:30]([N+]([O-])=O)[C:31]=1Cl)=O)C>>[NH2:8][C:7]1[C:2]([Cl:1])=[C:3]([C:16]([O:18][CH2:19][CH3:20])=[O:17])[C:4]([CH3:15])=[N:5][C:6]=1[NH:11][CH2:24][CH2:26][CH2:31][CH3:30]. Reported procedure: By replacing 4-chloro-6-(1-ethyl)hydrazino-2-methyl-5-nitropyridine-3-carboxylic acid, ethyl ester in Example 1 c with 6-(1-butyl)hydrazino-4-chloro-2-methyl-5-nitropyridine-3-carboxylic acid ethyl ester, 5-amino-6-butylamino-4-chloro-2-methylpyridine-3-carboxylic acid, ethyl ester is obtained. Yield 72%, b.p. 200°-210°/0.01. Starting materials: ClCCl, O, O=S(=O)(O)O, CCCCCCCCC(O)(CCCCCCCC)c1ccsc1-c1cccs1. The product is CCCCCCCCC1(CCCCCCCC)c2ccsc2-c2sccc21. As a reaction SMILES: [Cl:34][CH2:35][Cl:36].[OH2:37].[S:1](=[O:2])(=[O:3])([OH:4])[OH:5].[s:6]1[c:7](-[c:29]2[s:30][cH:31][cH:32][cH:33]2)[c:8]([C:11]([CH2:12][CH2:13][CH2:14][CH2:15][CH2:16][CH2:17][CH2:18][CH3:19])([CH2:20][CH2:21][CH2:22][CH2:23][CH2:24][CH2:25][CH2:26][CH3:27])[OH:28])[cH:9][cH:10]1>>[s:6]1[c:7]2[c:8]([cH:9][cH:10]1)[C:11]([CH2:12][CH2:13][CH2:14][CH2:15][CH2:16][CH2:17][CH2:18][CH3:19])([CH2:20][CH2:21][CH2:22][CH2:23][CH2:24][CH2:25][CH2:26][CH3:27])[c:33]1[c:29]-2[s:30][cH:31][cH:32]1. Starting materials: solution, CC(C)C[AlH]CC(C)C (DIBAL-H), ClC1=CC=C(C=C1)NC1=NC=CC(=N1)C(=O)OCCOCC (2-ethoxyethyl 2-((4-chlorophenyl)amino)pyrimidine-4-carboxylate). Solvent: C1(=CC=CC=C1)C (toluene), C1CCOC1 (THF), C1CCOC1 (THF). Reaction conditions: temperature -78 celsius, time 1.5 hour. Yields the product ClC1=CC=C(C=C1)NC1=NC=CC(=N1)CO ((2-(4-chlorophenylamino)pyrimidin-4-yl)methanol). Yield: 76.5%. Reaction SMILES: [Cl:1][C:2]1[CH:7]=[CH:6][C:5]([NH:8][C:9]2[N:14]=[C:13]([C:15](OCCOCC)=[O:16])[CH:12]=[CH:11][N:10]=2)=[CH:4][CH:3]=1.CC(C[AlH]CC(C)C)C>C1COCC1.C1(C)C=CC=CC=1>[Cl:1][C:2]1[CH:3]=[CH:4][C:5]([NH:8][C:9]2[N:14]=[C:13]([CH2:15][OH:16])[CH:12]=[CH:11][N:10]=2)=[CH:6][CH:7]=1. Procedure details: A suspension of 2-ethoxyethyl 2-((4-chlorophenyl)amino)pyrimidine-4-carboxylate (0.4 g, 1.243 mmol) in THF (12 mL) was cooled to −78° C. and a 1M solution of DIBAL-H (4.97 mL, 4.97 mmol) in toluene was added. The mixture was stirred for 1.5 h at room temperature. The reaction mixture was diluted with THF (20 mL) and quenched with Na2SO4.10H2O followed by a few drops of water. The mixture was stirred at room temperature for 18 h, then filtered through a pad of Celite topped with silica gel. The p...